Dataset: the Open Reaction Database (ORD), a public repository of structured organic reaction records. Task: describe an organic reaction: reactants, conditions, products, and yield As a reaction SMILES: [CH3:1][c:2]1[cH:3][c:4](-[c:7]2[n:8][cH:9][cH:10][cH:11][cH:12]2)[n:5][nH:6]1.[CH3:21][C:22]#[N:23].[Cl:13][N:14]1[C:15](=[O:16])[CH2:17][CH2:18][C:19]1=[O:20]>>[CH3:1][c:2]1[c:3]([Cl:13])[c:4](-[c:7]2[n:8][cH:9][cH:10][cH:11][cH:12]2)[n:5][nH:6]1. The product is Cc1[nH]nc(-c2ccccn2)c1Cl. Starting materials: Cc1cc(-c2ccccn2)n[nH]1, CC#N, O=C1CCC(=O)N1Cl. Starting materials: ClC=1C=CC2=C(C(=NCC=3N2C(=NN3)CO)C3=C(C=CC=C3)Cl)C1 (8-chloro-1-(hydroxymethyl)-6-(o-chlorophenyl)-4H-s-triazolo[4,3-a][1,4]benzodiazepine), C(C)(=O)OC(C)=O (acetic anhydride). Run in O (water). The product is C(C)(=O)O.ClC=1C=CC2=C(C(=NCC=3N2C(=NN3)CO)C3=C(C=CC=C3)Cl)C1 (8-chloro-1-(hydroxymethyl)-6-(o-chlorophenyl)-4H-s-triazolo[4,3-a][1,4]benzodiazepine acetate). Reaction SMILES: [Cl:1][C:2]1[CH:3]=[CH:4][C:5]2[N:11]3[C:12]([CH2:15][OH:16])=[N:13][N:14]=[C:10]3[CH2:9][N:8]=[C:7]([C:17]3[CH:22]=[CH:21][CH:20]=[CH:19][C:18]=3[Cl:23])[C:6]=2[CH:24]=1.[C:25]([O:28]C(=O)C)(=[O:27])[CH3:26]>O>[C:25]([OH:28])(=[O:27])[CH3:26].[Cl:1][C:2]1[CH:3]=[CH:4][C:5]2[N:11]3[C:12]([CH2:15][OH:16])=[N:13][N:14]=[C:10]3[CH2:9][N:8]=[C:7]([C:17]3[CH:22]=[CH:21][CH:20]=[CH:19][C:18]=3[Cl:23])[C:6]=2[CH:24]=1 |f:3.4|. Reported procedure: In a manner similar to Example 12, a mixture of 8-chloro-1-(hydroxymethyl)-6-(o-chlorophenyl)-4H-s-triazolo[4,3-a][1,4]benzodiazepine and acetic anhydride was heated on the water bath to give 8-chloro-1-(hydroxymethyl)-6-(o-chlorophenyl)-4H-s-triazolo[4,3-a][1,4]benzodiazepine acetate (ester). The yield is 81.8%. Reaction SMILES: C([O:8][C@@H:9]1[C@H:13]2[O:14][CH2:15][C@:10]1([CH2:25][O:26]C(C1C=CC=CC=1)(C1C=CC(OC)=CC=1)C1C=CC(OC)=CC=1)[O:11][C@H:12]2[N:16]1[CH:24]=[C:22]([CH3:23])[C:20](=[O:21])[NH:19][C:17]1=[O:18])C1C=CC=CC=1>CO.[Pd]>[OH:8][C@@H:9]1[C@H:13]2[O:14][CH2:15][C@:10]1([CH2:25][OH:26])[O:11][C@H:12]2[N:16]1[CH:24]=[C:22]([CH3:23])[C:20](=[O:21])[NH:19][C:17]1=[O:18]. The reactants are C(C1=CC=CC=C1)O[C@H]1[C@]2(O[C@H]([C@@H]1OC2)N2C(=O)NC(=O)C(C)=C2)COC(C2=CC=C(C=C2)OC)(C2=CC=C(C=C2)OC)C2=CC=CC=C2 ((1R,3R,4R,7R)-7-Benzyloxy-1-(4,4′-dimethoxytrityloxymethyl)-3-(thymin-1-yl)-2,5-dioxabicyclo[2.2.1]heptane). Reported procedure: Nucleoside 8 (3.09 g, 4.66 mmol) was dissolved in methanol (40 cm3) and 10% palladium on carbon (3 g, suspended in methanol (20 cm3)) was added. The mixture was degassed and stirred under an atmosphere of hydrogen. After 26 h, the mixture was filtered (silica gel, washed with dichloromethane/methanol (700 cm3; 1:3, v/v)) and the volume of the filtrate was concentrated to 25% of its initial volume. After repeated filtration, the filtrate was evaporated to dryness under reduced pressure and the re... The solvent is CO (methanol). Reaction conditions: time 26 hour. The reagents and catalysts are [Pd] (palladium on carbon). Product: O[C@H]1[C@]2(O[C@H]([C@@H]1OC2)N2C(=O)NC(=O)C(C)=C2)CO ((1S,3R,4R,7R)-7-hydroxy-1-hydroxymethyl-3-(thymin-1-yl)-2,5-dioxabicyclo [2.2.1]heptane).